Dataset: the Open Reaction Database (ORD), a public repository of structured organic reaction records. Task: describe an organic reaction: reactants, conditions, products, and yield Reactants: C(C)OC(C(C)(C1=CC=CC=C1)Br)=O (2-bromo-2-phenylpropionic acid ethyl ester), [Na] (sodium), Cl.CN1CCC(C2=CC=CC=C12)C1=CC=C(C=C1)O (1-methyl-4-(4-hydroxyphenyl)-1,2,3,4-tetrahydroquinoline hydrochloride). Run in CO (methanol). Run at time 30 minute. Yields the product ethyl ester, C1(=CC=CC=C1)C(C(=O)O)(C)OC1=CC=C(C=C1)C1CCN(C2=CC=CC=C12)C (2-phenyl-2-[4-(1-methyl-1,2,3,4-tetrahydro-4-quinolyl)-phenoxy]-propionic acid). As a reaction SMILES: [Na].Cl.[CH3:3][N:4]1[C:13]2[C:8](=[CH:9][CH:10]=[CH:11][CH:12]=2)[CH:7]([C:14]2[CH:19]=[CH:18][C:17]([OH:20])=[CH:16][CH:15]=2)[CH2:6][CH2:5]1.C([O:23][C:24](=[O:34])[C:25](Br)([C:27]1[CH:32]=[CH:31][CH:30]=[CH:29][CH:28]=1)[CH3:26])C>CO>[C:27]1([C:25]([O:20][C:17]2[CH:16]=[CH:15][C:14]([CH:7]3[C:8]4[C:13](=[CH:12][CH:11]=[CH:10][CH:9]=4)[N:4]([CH3:3])[CH2:5][CH2:6]3)=[CH:19][CH:18]=2)([CH3:26])[C:24]([OH:34])=[O:23])[CH:32]=[CH:31][CH:30]=[CH:29][CH:28]=1 |f:1.2,^1:0|. Procedure details: A solution of 4.6 g. of sodium in 140 ml. of methanol is combined with 27.55 g. of 1-methyl-4-(4-hydroxyphenyl)-1,2,3,4-tetrahydroquinoline hydrochloride. The mixture is agitated for 30 minutes at 20°, and then 25.7 g. of 2-bromo-2-phenylpropionic acid ethyl ester is added dropwise thereto and the mixture is refluxed thereafter for 4 hours. After concentrating the mixture by evaporation, the residue is combined with water and extracted with chloroform. From the organic phase, the ethyl ester of ... The reactants are C(C1=CC=CC=C1)NS(=O)(=O)C1=CNC(=C1)C(=O)C=1C(=NC=CC1)Cl (5-(2-chloro-pyridine-3-carbonyl)-1H-pyrrole-3-sulfonic acid benzylamide), O.NN (hydrazine hydrate). Solvent: C(C)O (ethanol). Run at temperature 80 celsius. Product: C(C1=CC=CC=C1)NS(=O)(=O)C1=CNC(=C1)C1=NNC2=NC=CC=C21 (5-(1H-Pyrazolo[3,4-b]pyridin-3-yl)-1H-pyrrole-3-sulfonic acid benzylamide). Reaction SMILES: [CH2:1]([NH:8][S:9]([C:12]1[CH:16]=[C:15]([C:17]([C:19]2[C:20](Cl)=[N:21][CH:22]=[CH:23][CH:24]=2)=O)[NH:14][CH:13]=1)(=[O:11])=[O:10])[C:2]1[CH:7]=[CH:6][CH:5]=[CH:4][CH:3]=1.O.[NH2:27][NH2:28]>C(O)C>[CH2:1]([NH:8][S:9]([C:12]1[CH:16]=[C:15]([C:17]2[C:19]3[C:20](=[N:21][CH:22]=[CH:23][CH:24]=3)[NH:28][N:27]=2)[NH:14][CH:13]=1)(=[O:11])=[O:10])[C:2]1[CH:7]=[CH:6][CH:5]=[CH:4][CH:3]=1 |f:1.2|. Procedure: A mixture of 5-(2-chloro-pyridine-3-carbonyl)-1H-pyrrole-3-sulfonic acid benzylamide (100 mg), hydrazine hydrate (excess) in ethanol (10 mL) was heated at 80° C. for 48 hours. The reaction was concentrated, mixed with water, the precipitate was filtered off, the filtrate was washed with dilute HCl, water, dried and concentrated to give the titled compound as a light yellow solid. The reactants are BrC=1C=C(CN(C)C)C=CC1OC (3-bromo-4-methoxy-N,N-dimethylbenzylamine), [Mg] (magnesium), C=O (formaldehyde). Yields the product CN(C)CC=1C=CC(=C(CO)C1)OC (5-dimethylaminomethyl-2-methoxybenzyl alcohol). Reaction SMILES: Br[C:2]1[CH:3]=[C:4]([CH:9]=[CH:10][C:11]=1[O:12][CH3:13])[CH2:5][N:6]([CH3:8])[CH3:7].[Mg].[CH2:15]=[O:16]>>[CH3:7][N:6]([CH2:5][C:4]1[CH:9]=[CH:10][C:11]([O:12][CH3:13])=[C:2]([CH:3]=1)[CH2:15][OH:16])[CH3:8]. Reported procedure: Successive reaction of 3-bromo-4-methoxy-N,N-dimethylbenzylamine with magnesium and formaldehyde (in a similar manner to Example 7) gave 5-dimethylaminomethyl-2-methoxybenzyl alcohol, m.p. 67°-69°, which was heated under reflux for 4 hours with cysteamine hydrochloride in acetic acid to give, after basification and chloroform extraction, 2-(5-dimethylaminomethyl-2-methoxybenzylthio)ethylamine, as an oil. This oil was heated under reflux with 1.1 molar equivalents of 2-nitroamino-5-(3-pyridylmeth... RXN SMILES: [OH-].[K+].[CH:3](=O)[CH:4]=[CH:5][C:6]1[CH:11]=[CH:10][CH:9]=[CH:8][CH:7]=1.[C:13]([C:16]1([CH3:21])[O:20][CH2:19][CH2:18][O:17]1)(=[O:15])[CH3:14]>CO>[CH3:21][C:16]1([C:13](=[O:15])[CH:14]=[CH:3][CH:4]=[CH:5][C:6]2[CH:11]=[CH:10][CH:9]=[CH:8][CH:7]=2)[O:20][CH2:19][CH2:18][O:17]1 |f:0.1|. Reported procedure: 4.0 g of a 15% strength by weight potassium hydroxide solution were added dropwise to a solution of 26.4 g of cinnamaldehyde and 26.0 g of 2-acetyl-2-methyl -1,3-dioxolan in 100 ml of methanol in the course of 10 minutes at from 20° to 25° C., and the mixture was stirred for a further 4 hours at from 20° to 25° C. Thereafter, the solvent was distilled off, the residue was taken up in 200 ml of tert-butyl methyl ether and the solution was washed with water and dried over sodium sulfate After the ... Yields the product CC1(OCCO1)C(C=CC=CC1=CC=CC=C1)=O (2-Methyl-2-(5-phenyl-2,4-pentadienoyl)-1,3-dioxolan). Reactants: [OH-].[K+] (potassium hydroxide), C(C=CC1=CC=CC=C1)=O (cinnamaldehyde), C(C)(=O)C1(OCCO1)C (2-acetyl-2-methyl -1,3-dioxolan). The solvent is CO (methanol). Reaction conditions: time 4 hour. The reactants are C(C1=CC=CC=C1)C1CCN(CC1)CCCN(CCNC(OC(C)(C)C)=O)CC1=C(C=CC=C1)OC(C)(C)C (tert-butyl 2-((3-(4-benzylpiperidin-1-yl)propyl)(2-tert-butoxybenzyl)amino)ethylcarbamate), N (NH3), N (NH3). Solvent: CO (methanol). The product is NCCN(CCCN1CCC(CC1)CC1=CC=CC=C1)CC1=C(C=CC=C1)O (2-(((2-aminoethyl)(3-(4-benzylpiperidin-1-yl)propyl)amino)methyl)phenol). The yield is 60.0%. RXN SMILES: [CH2:1]([CH:8]1[CH2:13][CH2:12][N:11]([CH2:14][CH2:15][CH2:16][N:17]([CH2:28][C:29]2[CH:34]=[CH:33][CH:32]=[CH:31][C:30]=2[O:35]C(C)(C)C)[CH2:18][CH2:19][NH:20]C(=O)OC(C)(C)C)[CH2:10][CH2:9]1)[C:2]1[CH:7]=[CH:6][CH:5]=[CH:4][CH:3]=1.N>CO>[NH2:20][CH2:19][CH2:18][N:17]([CH2:28][C:29]1[CH:34]=[CH:33][CH:32]=[CH:31][C:30]=1[OH:35])[CH2:16][CH2:15][CH2:14][N:11]1[CH2:10][CH2:9][CH:8]([CH2:1][C:2]2[CH:7]=[CH:6][CH:5]=[CH:4][CH:3]=2)[CH2:13][CH2:12]1. Reported procedure: The same procedure as described for compound L24a was applied to compound 26 (0.7 g, 1.3 mmol) Purification was carried out on a silica gel TLC plate that was developed in with a 6% methanolic NH3 (7 M NH3 in methanol/94% CH2Cl2. The product was isolated as pale yellow oil (60%). 1H NMR (CDCl3) δ 7.257 (t, 2H, Ar), 7.163 (m, 2H, Ar), 7.118 (d, 2H, Ar), 6.952 (d, 1H, Ar), 6.801 (d, 1H, Ar), 6.757 (t, 1H, Ar), 3.724 (s, 2H, —CH2—), 2.867 (q, 4H, —CH2—CH—), 2.553 (m, 4H, —CH2—CH2—), 2.511 (d, 2H, —... Starting materials: BrC=1N=C2N(C3=C(NC4=C2C=CC=C4)N=CC=C3)C1C1=CC=C(C=C1)C1(CCC1)NC(OC(C)(C)C)=O (tert-butyl {1-[4-(2-bromo-9H-imidazo[1,2-d]pyrido[2,3-b][1,4]benzodiazepin-3-yl)phenyl]cyclobutyl}carbamate), OC=1C=C(C=CC1C)B(O)O ((3-hydroxy-4-methylphenyl)boronic acid), [O-]P(=O)([O-])[O-].[K+].[K+].[K+] (K3PO4). Reagents/catalysts: CC(C)(C)P(C1=CC=C(C=C1)N(C)C)C(C)(C)C.CC(C)(C)P(C1=CC=C(C=C1)N(C)C)C(C)(C)C.Cl[Pd]Cl (bis(di-tert-butyl(4-dimethylaminophenyl)phosphine)dichloropalladium(II)). Solvent: CN(C)C=O.O (DMF water), CCOC(=O)C (EtOAc). Reaction conditions: temperature 160 celsius. Product: NC1(CCC1)C1=CC=C(C=C1)C1=C(N=C2N1C1=C(NC3=C2C=CC=C3)N=CC=C1)C=1C=CC(=C(C1)O)C (5-{3-[4-(1-aminocyclobutyl)phenyl]-9H-imidazo[1,2-d]pyrido[2,3-b][1,4]benzodiazepin-2-yl}-2-methylphenol). Yield: 2.3%. As a reaction SMILES: Br[C:2]1[N:3]=[C:4]2[C:10]3[CH:11]=[CH:12][CH:13]=[CH:14][C:9]=3[NH:8][C:7]3[N:15]=[CH:16][CH:17]=[CH:18][C:6]=3[N:5]2[C:19]=1[C:20]1[CH:25]=[CH:24][C:23]([C:26]2([NH:30]C(=O)OC(C)(C)C)[CH2:29][CH2:28][CH2:27]2)=[CH:22][CH:21]=1.[OH:38][C:39]1[CH:40]=[C:41](B(O)O)[CH:42]=[CH:43][C:44]=1[CH3:45].[O-]P([O-])([O-])=O.[K+].[K+].[K+]>CN(C=O)C.O.CCOC(C)=O.CC(P(C(C)(C)C)C1C=CC(N(C)C)=CC=1)(C)C.CC(P(C(C)(C)C)C1C=CC(N(C)C)=CC=1)(C)C.Cl[Pd]Cl>[NH2:30][C:26]1([C:23]2[CH:24]=[CH:25][C:20]([C:19]3[N:5]4[C:6]5[CH:18]=[CH:17][CH:16]=[N:15][C:7]=5[NH:8][C:9]5[CH:14]=[CH:13][CH:12]=[CH:11][C:10]=5[C:4]4=[N:3][C:2]=3[C:41]3[CH:42]=[CH:43][C:44]([CH3:45])=[C:39]([OH:38])[CH:40]=3)=[CH:21][CH:22]=2)[CH2:27][CH2:28][CH2:29]1 |f:2.3.4.5,6.7,9.10.11|. Procedure details: A mixture of tert-butyl {1-[4-(2-bromo-9H-imidazo[1,2-d]pyrido[2,3-b][1,4]benzodiazepin-3-yl)phenyl]cyclobutyl}carbamate (50 mg, 0.09 mmol), (3-hydroxy-4-methylphenyl)boronic acid (27 mg, 0.18 mmol), bis(di-tert-butyl(4-dimethylaminophenyl)phosphine)dichloropalladium(II) (6.3 mg, 0.01 mmol) and K3PO4 (72 mg, 0.27 mmol) in DMF/water (0.9 mL, 6:1, v/v) was heated at 160° C. under microwave irradiation for 1 hour. After cooling to room temperature, the mixture was diluted with EtOAc and washed with...